Dataset: the Open Reaction Database (ORD), a public repository of structured organic reaction records. Task: describe an organic reaction: reactants, conditions, products, and yield Starting materials: CC(=CCO)CCCCCC (3-methyl-2-nonen-1-ol), 34, C(C)(=O)OC(C)=O (acetic anhydride), C(C)(=O)O.C1(=CC=CC=C1)C (acetic acid toluene). The solvent is C1(=CC=CC=C1)C (toluene), C1(=CC=CC=C1)C (toluene), C(C)(=O)O (acetic acid). Yields the product C(C)(=O)OCC=C(CCCCCC)C (3-METHYL-2-NONEN-1-YL ACETATE). Reaction SMILES: [CH3:1][C:2]([CH2:6][CH2:7][CH2:8][CH2:9][CH2:10][CH3:11])=[CH:3][CH2:4][OH:5].[C:12](OC(=O)C)(=[O:14])[CH3:13].C(O)(=O)C.C1(C)C=CC=CC=1>C1(C)C=CC=CC=1.C(O)(=O)C>[C:12]([O:5][CH2:4][CH:3]=[C:2]([CH3:1])[CH2:6][CH2:7][CH2:8][CH2:9][CH2:10][CH3:11])(=[O:14])[CH3:13] |f:2.3|. Reported procedure: 156 G. (1 mole) of 3-methyl-2-nonen-1-ol, 122 g. (1.2 moles) of acetic anhydride and 264 ml. of toluene were combined in a reaction flask and heated. The formed acetic acid-toluene azeotropic mixture consisting of 34 parts of acetic acid and 66 parts of toluene and boiling at 105° C. was removed by distillation through a 11/2 ft. Vigreux column. After termination of the reaction, the reaction mass was washed with 100 ml. of aqueous sodium carbonate solution, 100 ml. of aqueous sodium bicarbonate... Starting materials: O=Cc1ccc(F)cc1, CCOP(=O)(Cc1ccc([N+](=O)[O-])cc1)OCC. The product is O=[N+]([O-])c1ccc(C=Cc2ccc(F)cc2)cc1. Reaction SMILES: [F:19][c:20]1[cH:21][cH:22][c:23]([CH:24]=[O:25])[cH:26][cH:27]1.[N+:1](=[O:2])([O-:3])[c:4]1[cH:5][cH:6][c:7]([CH2:8][P:9](=[O:10])([O:11][CH2:12][CH3:13])[O:14][CH2:15][CH3:16])[cH:17][cH:18]1>>[N+:1](=[O:2])([O-:3])[c:4]1[cH:5][cH:6][c:7]([CH:8]=[CH:24][c:23]2[cH:22][cH:21][c:20]([F:19])[cH:27][cH:26]2)[cH:17][cH:18]1. Yields the product COc1c[n+]([O-])c(C)c(C)c1OC. Reactants: ClCCl, COc1cnc(C)c(C)c1OC, O=C(OO)c1cccc(Cl)c1, [Na+], [OH-]. RXN SMILES: [CH2:26]([Cl:27])[Cl:28].[CH3:1][O:2][c:3]1[c:4]([CH3:12])[c:5]([CH3:11])[n:6][cH:7][c:8]1[O:9][CH3:10].[Cl:13][c:14]1[cH:15][c:16]([C:21](=[O:18])[O:22][OH:23])[cH:17][cH:19][cH:20]1.[Na+:25].[OH-:24]>>[CH3:1][O:2][c:3]1[c:4]([CH3:12])[c:5]([CH3:11])[n+:6]([O-:18])[cH:7][c:8]1[O:9][CH3:10].